This data is from the Open Reaction Database (ORD), a public repository of structured organic reaction records. The task is: describe an organic reaction: reactants, conditions, products, and yield Reactants: CC(=O)OC(C)=O, COC(=O)c1cccc(-c2ccsc2)c1. The product is COC(=O)c1cccc(-c2ccsc2C(C)=O)c1. RXN SMILES: [CH3:16][C:17](=[O:18])[O:19][C:20](=[O:21])[CH3:22].[s:1]1[cH:2][c:3](-[c:6]2[cH:7][c:8]([C:9](=[O:10])[O:11][CH3:12])[cH:13][cH:14][cH:15]2)[cH:4][cH:5]1>>[s:1]1[c:2]([C:17]([CH3:16])=[O:18])[c:3](-[c:6]2[cH:7][c:8]([C:9](=[O:10])[O:11][CH3:12])[cH:13][cH:14][cH:15]2)[cH:4][cH:5]1. The reactants are CC(C)(C)OC(=O)OC(=O)[O-], CCOc1cc(C)c(C#N)cc1C(=O)NC, CN(C)c1ccccn1, CC#N. Yields the product CCOc1cc(C)c(C#N)cc1C(=O)N(C)C(=O)OC(C)(C)C. As a reaction SMILES: [C:17]([O:19][C:20]([CH3:21])([CH3:22])[CH3:23])([O:24][C:18]([O-:25])=[O:26])=[O:27].[CH3:1][NH:2][C:3]([c:4]1[c:5]([O:13][CH2:14][CH3:15])[cH:6][c:7]([CH3:12])[c:8]([C:10]#[N:11])[cH:9]1)=[O:16].[CH3:28][N:29]([c:30]1[cH:31][cH:32][cH:33][cH:34][n:35]1)[CH3:36].[CH3:37][C:38]#[N:39]>>[CH3:1][N:2]([C:3]([c:4]1[c:5]([O:13][CH2:14][CH3:15])[cH:6][c:7]([CH3:12])[c:8]([C:10]#[N:11])[cH:9]1)=[O:16])[C:17]([O:19][C:20]([CH3:21])([CH3:22])[CH3:23])=[O:24]. Reactants: O=C([O-])[O-], CCOC(=O)Cc1cncc(Br)c1, CC1(C)OB(c2ccc(F)cc2C=O)OC1(C)C, [K+], [K+], c1ccc(P(c2ccccc2)(c2ccccc2)[Pd](P(c2ccccc2)(c2ccccc2)c2ccccc2)(P(c2ccccc2)(c2ccccc2)c2ccccc2)P(c2ccccc2)(c2ccccc2)c2ccccc2)cc1. Yields the product CCOC(=O)Cc1cncc(-c2ccc(F)cc2C=O)c1. RXN SMILES: [C:32](=[O:33])([O-:34])[O-:35].[CH2:1]([CH3:2])[O:3][C:4]([CH2:5][c:6]1[cH:7][n:8][cH:9][c:10]([Br:12])[cH:11]1)=[O:13].[F:14][c:15]1[cH:16][cH:17][c:18]([B:23]2[O:24][C:25]([CH3:26])([CH3:27])[C:28]([CH3:29])([CH3:30])[O:31]2)[c:19]([CH:20]=[O:21])[cH:22]1.[K+:36].[K+:37].[cH:38]1[cH:39][cH:40][c:41]([P:42]([Pd:43]([P:44]([c:45]2[cH:46][cH:47][cH:48][cH:49][cH:50]2)([c:51]2[cH:52][cH:53][cH:54][cH:55][cH:56]2)[c:57]2[cH:58][cH:59][cH:60][cH:61][cH:62]2)([P:63]([c:64]2[cH:65][cH:66][cH:67][cH:68][cH:69]2)([c:70]2[cH:71][cH:72][cH:73][cH:74][cH:75]2)[c:76]2[cH:77][cH:78][cH:79][cH:80][cH:81]2)[P:82]([c:83]2[cH:84][cH:85][cH:86][cH:87][cH:88]2)([c:89]2[cH:90][cH:91][cH:92][cH:93][cH:94]2)[c:95]2[cH:96][cH:97][cH:98][cH:99][cH:100]2)([c:101]2[cH:102][cH:103][cH:104][cH:105][cH:106]2)[c:107]2[cH:108][cH:109][cH:110][cH:111][cH:112]2)[cH:113][cH:114]1>>[CH2:1]([CH3:2])[O:3][C:4]([CH2:5][c:6]1[cH:7][n:8][cH:9][c:10](-[c:18]2[cH:17][cH:16][c:15]([F:14])[cH:22][c:19]2[CH:20]=[O:21])[cH:11]1)=[O:13]. Reactants: C(C)(=O)OCCN1N=C(C(=C1OC)C1=CC2=C(OCO2)C=C1)N(S(=O)(=O)CCC1=CC=CC=C1)COC (2-{4-(1,3-Benzodioxol-5-yl)-5-methoxy-3-[(methoxymethyl)(phenethylsulfonyl)amino]-1H-pyrazol-1-yl}ethyl acetate), C(C(=O)O)(=O)O (oxalic acid). The solvent is O (water), CO (methanol), O (water). Yields the product O1COC2=C1C=CC(=C2)C=2C(=NN(C2OC)CCO)NS(=O)(=O)CCC2=CC=CC=C2 (N-[4-(1,3-benzodioxol-5-yl)-1-(2-hydroxyethyl)-5-methoxy-1H-pyrazol-3-yl]-2-phenyl-1-ethanesulfonamide). The yield is 54.5%. RXN SMILES: C([O:4][CH2:5][CH2:6][N:7]1[C:11]([O:12][CH3:13])=[C:10]([C:14]2[CH:22]=[CH:21][C:17]3[O:18][CH2:19][O:20][C:16]=3[CH:15]=2)[C:9]([N:23](COC)[S:24]([CH2:27][CH2:28][C:29]2[CH:34]=[CH:33][CH:32]=[CH:31][CH:30]=2)(=[O:26])=[O:25])=[N:8]1)(=O)C.C(O)(=O)C(O)=O>O.CO>[O:18]1[C:17]2[CH:21]=[CH:22][C:14]([C:10]3[C:9]([NH:23][S:24]([CH2:27][CH2:28][C:29]4[CH:34]=[CH:33][CH:32]=[CH:31][CH:30]=4)(=[O:26])=[O:25])=[N:8][N:7]([CH2:6][CH2:5][OH:4])[C:11]=3[O:12][CH3:13])=[CH:15][C:16]=2[O:20][CH2:19]1. Reported procedure: 2-{4-(1,3-Benzodioxol-5-yl)-5-methoxy-3-[(methoxymethyl)(phenethylsulfonyl)amino]-1H-pyrazol-1-yl}ethyl acetate (Preparation 54) (70 mg), oxalic acid (200 mg) were dissolved in a mixture of water (2 ml) and methanol (2 ml) and refluxed for two days. The reaction was diluted with water (10 ml) and the mixture was then extracted with dichloromethane (3×8 ml). The combined organic fractions were dried over sodium sulfate, concentrated under reduced pressure to yield a pale yellow oil which was puri... Reactants: CON(C(C1=C(C=CC=C1)NC1=C(C=C(C=C1Cl)C)Cl)=O)C (N-methoxy-N-methyl-2-[(2,6-dichloro-4-methylphenyl)amino]benzamide), [H-].C(C(C)C)[Al+]CC(C)C (diisobutylaluminum hydride), CO (Methanol). Run in C1CCOC1 (THF). Run at time 16 hour. The product is ClC1=C(C(=CC=C1C)Cl)NC1=C(C=O)C=CC=C1 (2-[(2,6-dichloro-3-methylphenyl)amino]benzaldehyde). Isolated yield 63.0%. As a reaction SMILES: CON(C)[C:4](=[O:21])[C:5]1[CH:10]=[CH:9][CH:8]=[CH:7][C:6]=1[NH:11][C:12]1[C:17]([Cl:18])=[CH:16][C:15](C)=[CH:14][C:13]=1[Cl:20].[H-].[CH2:24]([Al+]CC(C)C)C(C)C.CO>C1COCC1>[Cl:18][C:17]1[C:16]([CH3:24])=[CH:15][CH:14]=[C:13]([Cl:20])[C:12]=1[NH:11][C:6]1[CH:7]=[CH:8][CH:9]=[CH:10][C:5]=1[CH:4]=[O:21] |f:1.2|. Procedure details: To a magnetically stirred 0° C. solution in dry THF (25 mL) of N-methoxy-N-methyl-2-[(2,6-dichloro-4-methylphenyl)amino]benzamide (3.8 g, 11.2 mmol), prepared as in step 1, was added dropwise diisobutylaluminum hydride (1.0M in THF, 24.6 mL) and the reaction mixture was stirred at ambient temperature for 16 hours. Methanol (5 mL) was added dropwise and the mixture was stirred for 15 minutes until a white precipitate had formed. The reaction mixture was concentrated, the residue was taken up in m... Reactants: NC(=CC(CS(=O)(=O)NC)=O)C (4-amino-N-methyl-2-oxo-3-pentenesulfonamide), C(C=C)Br (allyl bromide), C([O-])([O-])=O.[K+].[K+] (potassium carbonate). As a reaction SMILES: [NH2:1][C:2]([CH3:12])=[CH:3][C:4](=[O:11])[CH2:5][S:6]([NH:9][CH3:10])(=[O:8])=[O:7].[CH2:13](Br)[CH:14]=[CH2:15].C(=O)([O-])[O-].[K+].[K+]>CN(C)C=O>[CH2:13]([N:9]([CH3:10])[S:6]([CH2:5][C:4](=[O:11])[CH:3]=[C:2]([NH2:1])[CH3:12])(=[O:8])=[O:7])[CH:14]=[CH2:15] |f:2.3.4|. Product: C(C=C)N(S(=O)(=O)CC(C=C(C)N)=O)C (N-allyl-N-methyl-4-amino-2-oxo-3-pentenesulfonamide). Run in CN(C=O)C (dimethylformamide). Reaction conditions: time 7 hour. Procedure details: In accordance with the procedure described in Example 7, a solution of 3.8 g of 4-amino-N-methyl-2-oxo-3-pentenesulfonamide and 2.5 ml of allyl bromide in 50 ml of dimethylformamide was treated with 6 g of potassium carbonate and the mixture was stirred intensively at room temperature for 7 hours. The product was firstly chromatographed on 300 g of silica gel with methylene chloride/ethyl acetate (4:1) as the elution agent and then recrystallized from methylene chloride/ether. There were obtaine...